This data is from the Open Reaction Database (ORD), a public repository of structured organic reaction records. The task is: describe an organic reaction: reactants, conditions, products, and yield The reactants are [BH4-], CCO, CCOC(=O)c1cc(-c2cccc(C(F)(F)F)c2)on1, [Na+]. Yields the product OCc1cc(-c2cccc(C(F)(F)F)c2)on1. As a reaction SMILES: [BH4-:21].[CH3:23][CH2:24][OH:25].[F:1][C:2]([c:3]1[cH:4][c:5](-[c:9]2[cH:10][c:11]([C:14](=[O:15])[O:16][CH2:17][CH3:18])[n:12][o:13]2)[cH:6][cH:7][cH:8]1)([F:19])[F:20].[Na+:22]>>[F:1][C:2]([c:3]1[cH:4][c:5](-[c:9]2[cH:10][c:11]([CH2:14][OH:15])[n:12][o:13]2)[cH:6][cH:7][cH:8]1)([F:19])[F:20]. Starting materials: C1CCOC1, CO, Cl, O=C1NC(Cc2ccc(F)cc2)C(=O)O1, C1COCCO1, OC1CCNCC1. The product is Cl, NC(Cc1ccc(F)cc1)C(=O)N1CCC(O)CC1. RXN SMILES: [CH2:24]1[O:25][CH2:26][CH2:27][CH2:28]1.[CH3:29][OH:30].[ClH:23].[F:8][c:9]1[cH:10][cH:11][c:12]([CH2:13][CH:14]2[NH:15][C:19](=[O:20])[O:17][C:18]2=[O:16])[cH:21][cH:22]1.[O:31]1[CH2:32][CH2:33][O:34][CH2:35][CH2:36]1.[OH:1][CH:2]1[CH2:3][CH2:4][NH:5][CH2:6][CH2:7]1>>[ClH:23].[OH:1][CH:2]1[CH2:3][CH2:4][N:5]([C:18]([CH:14]([CH2:13][c:12]2[cH:11][cH:10][c:9]([F:8])[cH:22][cH:21]2)[NH2:15])=[O:17])[CH2:6][CH2:7]1. Starting materials: CC(=O)O[BH-](OC(C)=O)OC(C)=O, CC(C)(NC1=CC(c2ccccc2)N(c2ccc(OC(F)(F)F)cc2)C1=O)c1cccc(C(F)(F)F)n1, Cc1ccccc1, [Na+], O, O=C(O)C(F)(F)F. The product is CC(C)(NC1CC(c2ccccc2)N(c2ccc(OC(F)(F)F)cc2)C1=O)c1cccc(C(F)(F)F)n1. RXN SMILES: [C:1]([O:2][BH-:3]([O:4][C:5](=[O:6])[CH3:7])[O:8][C:9](=[O:10])[CH3:11])(=[O:12])[CH3:13].[CH3:15][C:16]([CH3:17])([c:18]1[n:19][c:20]([C:24]([F:25])([F:26])[F:27])[cH:21][cH:22][cH:23]1)[NH:28][C:29]1=[CH:33][CH:32]([c:34]2[cH:35][cH:36][cH:37][cH:38][cH:39]2)[N:31]([c:40]2[cH:41][cH:42][c:43]([O:46][C:47]([F:48])([F:49])[F:50])[cH:44][cH:45]2)[C:30]1=[O:51].[CH3:60][c:61]1[cH:62][cH:63][cH:64][cH:65][cH:66]1.[Na+:14].[OH2:59].[OH:52][C:53]([C:54]([F:55])([F:56])[F:57])=[O:58]>>[CH3:15][C:16]([CH3:17])([c:18]1[n:19][c:20]([C:24]([F:25])([F:26])[F:27])[cH:21][cH:22][cH:23]1)[NH:28][CH:29]1[C:30](=[O:51])[N:31]([c:40]2[cH:41][cH:42][c:43]([O:46][C:47]([F:48])([F:49])[F:50])[cH:44][cH:45]2)[CH:32]([c:34]2[cH:35][cH:36][cH:37][cH:38][cH:39]2)[CH2:33]1. RXN SMILES: Cl[C:2]1[C:7]2[N:8]=[C:9]([CH3:11])[S:10][C:6]=2[C:5](B(O)O)=[CH:4][N:3]=1.Br[C:16]1[CH:21]=[CH:20][N:19]=[C:18]([CH3:22])[CH:17]=1.[NH2:23][C:24]1[N:25]=[C:26]([CH3:29])[S:27][CH:28]=1>>[CH3:11][C:9]1[S:10][C:6]2[C:5]([C:16]3[CH:21]=[CH:20][N:19]=[C:18]([CH3:22])[CH:17]=3)=[CH:4][N:3]=[C:2]([NH:23][C:24]3[N:25]=[C:26]([CH3:29])[S:27][CH:28]=3)[C:7]=2[N:8]=1. Product: CC=1SC2=C(C(=NC=C2C2=CC(=NC=C2)C)NC=2N=C(SC2)C)N1 ([2-Methyl-7-(2-methyl-pyridin-4-yl)-thiazolo[4,5-c]pyridin-4-yl]-(2-methyl-thiazol-4-yl)-amine). Procedure: The title compound, MS: m/e=354.1 (M+H+), was prepared in accordance with the general method of example 2, step 1 and step 2 from 4-chloro-2-methyl-thiazolo[4,5-c]pyridine-7-boronic acid (Example D), 4-bromo-2-methylpyridine and 4-amino-2-methylthiazole (Example C). The reactants are ClC1=NC=C(C2=C1N=C(S2)C)B(O)O (4-chloro-2-methyl-thiazolo[4,5-c]pyridine-7-boronic acid), BrC1=CC(=NC=C1)C (4-bromo-2-methylpyridine), NC=1N=C(SC1)C (4-amino-2-methylthiazole).